Dataset: the Open Reaction Database (ORD), a public repository of structured organic reaction records. Task: describe an organic reaction: reactants, conditions, products, and yield The reactants are COc1ccc(CCl)cc1, CC(C)(C)[O-], [K+], CN(C)C=O, CC(O)C(=O)O. The product is COc1ccc(COC(=O)C(C)O)cc1. RXN SMILES: [CH3:13][O:14][c:15]1[cH:16][cH:17][c:18]([CH2:19][Cl:20])[cH:21][cH:22]1.[CH3:7][C:8]([CH3:9])([O-:10])[CH3:11].[K+:12].[O:23]=[CH:24][N:25]([CH3:26])[CH3:27].[OH:1][CH:2]([C:3](=[O:4])[OH:5])[CH3:6]>>[OH:1][CH:2]([C:3](=[O:4])[O:5][CH2:19][c:18]1[cH:17][cH:16][c:15]([O:14][CH3:13])[cH:22][cH:21]1)[CH3:6]. The reactants are NC1C(N(C2=C(C(=N1)C1=CC=CC=C1)C=CC=C2)CC(=O)N(CC)CC)=O (3-amino-N,N-diethyl-2,3-dihydro-2-oxo-5-phenyl-1H-1,4-benzodiazepine-1-acetamide), ClC1=C(C=CC=C1)N=C=O (2-chlorophenylisocyanate). The solvent is O1CCCC1 (tetrahydrofuran). Conditions: time 8 hour. Product: ClC1=C(C=CC=C1)NC(=O)NC1C(N(C2=C(C(=N1)C1=CC=CC=C1)C=CC=C2)CC(=O)N(CC)CC)=O (3-{[((2-Chlorophenyl)amino)carbonyl]amino}-N,N-diethyl-2,3-dihydro-2-oxo-5-phenyl-1H-1,4-benzodiazepine-1-acetamide). As a reaction SMILES: [NH2:1][CH:2]1[N:8]=[C:7]([C:9]2[CH:14]=[CH:13][CH:12]=[CH:11][CH:10]=2)[C:6]2[CH:15]=[CH:16][CH:17]=[CH:18][C:5]=2[N:4]([CH2:19][C:20]([N:22]([CH2:25][CH3:26])[CH2:23][CH3:24])=[O:21])[C:3]1=[O:27].[Cl:28][C:29]1[CH:34]=[CH:33][CH:32]=[CH:31][C:30]=1[N:35]=[C:36]=[O:37]>O1CCCC1>[Cl:28][C:29]1[CH:34]=[CH:33][CH:32]=[CH:31][C:30]=1[NH:35][C:36]([NH:1][CH:2]1[N:8]=[C:7]([C:9]2[CH:14]=[CH:13][CH:12]=[CH:11][CH:10]=2)[C:6]2[CH:15]=[CH:16][CH:17]=[CH:18][C:5]=2[N:4]([CH2:19][C:20]([N:22]([CH2:25][CH3:26])[CH2:23][CH3:24])=[O:21])[C:3]1=[O:27])=[O:37]. Procedure details: Equimolar amounts of 3-amino-N,N-diethyl-2,3-dihydro-2-oxo-5-phenyl-1H-1,4-benzodiazepine-1-acetamide and 2-chlorophenylisocyanate were mixed in 8 ml of dry tetrahydrofuran at room temperature. The reaction mixture was allowed to stand for 8 hours and was then filtered. The collected solids were washed with tetrahydrofuran and dried in vacuo over P2O5 to give the analytical product: m.p. 173°-175° C. Starting materials: COC([C@@H](C(CC1=CC=C(C=C1)C1=CC(=CC=C1)Cl)NC(=O)OC(C)(C)C)OC)=O ((R)-3-tert-butoxycarbonylamino-4-(3′-chloro-biphenyl-4-yl)-2-methoxy-butyric acid methyl ester), Cl (HCl). Solvent: O1CCOCC1 (dioxane). Conditions: time 1 hour. Product: Cl.COC([C@@H](C(CC1=CC=C(C=C1)C1=CC(=CC=C1)Cl)N)OC)=O ((R)-3-amino-4-(3′-chloro-biphenyl-4-yl)-2-methoxy-butyric acid methyl ester hydrochloride). As a reaction SMILES: [CH3:1][O:2][C:3](=[O:30])[C@H:4]([O:28][CH3:29])[CH:5]([NH:20]C(OC(C)(C)C)=O)[CH2:6][C:7]1[CH:12]=[CH:11][C:10]([C:13]2[CH:18]=[CH:17][CH:16]=[C:15]([Cl:19])[CH:14]=2)=[CH:9][CH:8]=1.Cl>O1CCOCC1>[ClH:19].[CH3:1][O:2][C:3](=[O:30])[C@H:4]([O:28][CH3:29])[CH:5]([NH2:20])[CH2:6][C:7]1[CH:8]=[CH:9][C:10]([C:13]2[CH:18]=[CH:17][CH:16]=[C:15]([Cl:19])[CH:14]=2)=[CH:11][CH:12]=1 |f:3.4|. Reported procedure: (R)-3-tert-butoxycarbonylamino-4-(3′-chloro-biphenyl-4-yl)-2-methoxy-butyric acid methyl ester (200 mg, 0.461 mmol) is treated with 4M HCl in dioxane (3 mL). After being stirred at room temperature for 1 h, the reaction mixture is concentrated. The residue is used for a next step without further purification. HPLC retention time=1.26, 1.33 minutes (condition A): MS (m+1)=334. Reactants: NC1=C(C=CC=C1)C(C)=O (1-(2-amino-phenyl)-ethanone), C(C)(=O)OC(C)=O (acetic anhydride). Reaction conditions: temperature 4 celsius, time 2 hour. The product is C(C)(=O)C1=C(C=CC=C1)NC(C)=O (N-(2-acetyl-phenyl)-acetamide). The yield is 88.2%. As a reaction SMILES: [NH2:1][C:2]1[CH:7]=[CH:6][CH:5]=[CH:4][C:3]=1[C:8](=[O:10])[CH3:9].[C:11](OC(=O)C)(=[O:13])[CH3:12]>>[C:8]([C:3]1[CH:4]=[CH:5][CH:6]=[CH:7][C:2]=1[NH:1][C:11](=[O:13])[CH3:12])(=[O:10])[CH3:9]. Procedure details: To 1-(2-amino-phenyl)-ethanone 2 (90.37 g, 0.67 moles) was added acetic anhydride (68.25 g, 0.67 moles) and stirred for 2 h at 4° C. The reaction mixture was poured into crushed ice and the precipitate was filtered, washed with ice water, and air-dried to afford N-(2-acetyl-phenyl)-acetamide 3 (104.70 g, 88% yield). 1HNMR (400 MHz, DMSO-d6) δ2.10 (s, 3H), 2.60 (s, 3H), 7.17-7.21 (m, 1H), 7.55-7.59 (m, 1H), 7.95 (d, 1H, J=8.0 Hz), 8.26 (d, 1H, J=8.0 Hz), 11.16 (s 1H); MS m/z 17 (M+).